Dataset: the Open Reaction Database (ORD), a public repository of structured organic reaction records. Task: describe an organic reaction: reactants, conditions, products, and yield Reactants: C1(CC1)NC1=CC(=NC=2N1N=CC2\C=C/2\C(NC(N2)=O)=O)S(=O)(=O)C ((Z)-5-((7-(cyclopropylamino)-5-(methylsulfonyl)pyrazolo[1,5-a]pyrimidin-3-yl)methylene)imidazolidine-2,4-dione), ClC=1C=C(C=CC1)[C@H](C)N ((S)-1-(3-chlorophenyl)ethanamine). Run in CN1CCCC1=O (NMP). Run at temperature 120 celsius. Product: ClC=1C=C(C=CC1)[C@H](C)NC1=NC=2N(C(=C1)NC1CC1)N=CC2\C=C/2\C(NC(N2)=O)=O ((S,Z)-5-((5-(1-(3-chlorophenyl)ethylamino)-7-(cyclopropylamino)pyrazolo[1,5-a]pyrimidin-3-yl)methylene)imidazolidine-2,4-dione). RXN SMILES: [CH:1]1([NH:4][C:5]2[N:10]3[N:11]=[CH:12][C:13](/[CH:14]=[C:15]4/[C:16](=[O:21])[NH:17][C:18](=[O:20])[NH:19]/4)=[C:9]3[N:8]=[C:7](S(C)(=O)=O)[CH:6]=2)[CH2:3][CH2:2]1.[Cl:26][C:27]1[CH:28]=[C:29]([C@@H:33]([NH2:35])[CH3:34])[CH:30]=[CH:31][CH:32]=1>CN1C(=O)CCC1>[Cl:26][C:27]1[CH:28]=[C:29]([C@@H:33]([NH:35][C:7]2[CH:6]=[C:5]([NH:4][CH:1]3[CH2:3][CH2:2]3)[N:10]3[N:11]=[CH:12][C:13](/[CH:14]=[C:15]4/[C:16](=[O:21])[NH:17][C:18](=[O:20])[NH:19]/4)=[C:9]3[N:8]=2)[CH3:34])[CH:30]=[CH:31][CH:32]=1. Procedure details: To (Z)-5-((7-(cyclopropylamino)-5-(methylsulfonyl)pyrazolo[1,5-a]pyrimidin-3-yl)methylene)imidazolidine-2,4-dione (step c) (10 mg, 0.0275 mmol) in 200 uL NMP, was added (S)-1-(3-chlorophenyl)ethanamine (23.2 ul, 0.165 mmols) and the reaction mixture was heated in the microwave at 120° C. for 20 minutes. The mixture was concentrated and diluted with MeOH and purified by preparative HPLC to yield (S,Z)-5-((5-(1-(3-chlorophenyl)ethylamino)-7-(cyclopropylamino)pyrazolo[1,5-a]pyrimidin-3-yl)methylene... Product: CS(=O)(=O)NC(COC=1C=CC=C2C(=CNC12)C[C@@H](C)NC(OC(C)(C)C)=O)=O (tert-butyl (R)-{2-[7-(2-methanesulfonylamino-2-oxo-ethoxy)-1H-indol-3-yl]-1-methylethyl}carbamate). Reactants: CS(=O)(=O)N (methanesulfonamide), N12CCCCCC2=NCCC1 (1,8-diazabicyclo[5.4.0]undeca-7-ene), C(C)(C)(C)OC(=O)N[C@@H](CC1=CNC2=C(C=CC=C12)OCC(=O)O)C ((R)-[3-(2-(tert-butoxycarbonylamino)propyl)-1H-indol-7-yloxy]acetic acid), C(=O)(N1C=NC=C1)N1C=NC=C1 (carbonyldiimidazole). Reaction SMILES: [C:1]([O:5][C:6]([NH:8][C@H:9]([CH3:25])[CH2:10][C:11]1[C:19]2[C:14](=[C:15]([O:20][CH2:21][C:22](O)=[O:23])[CH:16]=[CH:17][CH:18]=2)[NH:13][CH:12]=1)=[O:7])([CH3:4])([CH3:3])[CH3:2].C(N1C=CN=C1)(N1C=CN=C1)=O.[CH3:38][S:39]([NH2:42])(=[O:41])=[O:40].N12CCCN=C1CCCCC2>CN(C)C=O.O>[CH3:38][S:39]([NH:42][C:22](=[O:23])[CH2:21][O:20][C:15]1[CH:16]=[CH:17][CH:18]=[C:19]2[C:14]=1[NH:13][CH:12]=[C:11]2[CH2:10][C@H:9]([NH:8][C:6](=[O:7])[O:5][C:1]([CH3:4])([CH3:3])[CH3:2])[CH3:25])(=[O:41])=[O:40]. Procedure: A solution of (R)-[3-(2-(tert-butoxycarbonylamino)propyl)-1H-indol-7-yloxy]acetic acid (0.30 g, 0.86 mmol) and carbonyldiimidazole (0.21 g, 1.3 mmol) in dimethylformamide (10 mL) is stirred at room temperature for 3 days. To the mixture are added methanesulfonamide (0.16 g, 1.7 mmol) and 1,8-diazabicyclo[5.4.0]undeca-7-ene (0.26 mL, 1.7 mmol), and the mixture is stirred at 50° C. for 4 hours. After cooling, to the mixture is added water (0.1 mL), and the mixture is concentrated. The residue is p... Reaction conditions: temperature 50 celsius, time 4 hour. Run in CN(C=O)C (dimethylformamide), O (water). Isolated yield 38.3%.